This data is from the Open Reaction Database (ORD), a public repository of structured organic reaction records. The task is: describe an organic reaction: reactants, conditions, products, and yield Starting materials: CC(C)(C)ON=O, Nc1nc(Cl)c2cc[nH]c2n1, ClCCCl, ClC(Cl)Cl, O, Cl[Sb](Cl)Cl. Product: Clc1nc(Cl)c2cc[nH]c2n1. Reaction SMILES: [C:16]([O:17][N:18]=[O:19])([CH3:20])([CH3:21])[CH3:22].[Cl:1][c:2]1[c:3]2[c:4]([n:5][c:6]([NH2:8])[n:7]1)[nH:9][cH:10][cH:11]2.[Cl:24][CH2:25][CH2:26][Cl:27].[Cl:28][CH:29]([Cl:30])[Cl:31].[OH2:23].[Sb:12]([Cl:13])([Cl:14])[Cl:15]>>[Cl:1][c:2]1[c:3]2[c:4]([n:5][c:6]([Cl:13])[n:7]1)[nH:9][cH:10][cH:11]2.